Task: describe an organic reaction: reactants, conditions, products, and yield. Dataset: the Open Reaction Database (ORD), a public repository of structured organic reaction records Reactants: Cc1cccc(CBr)c1, CN(C)C=O, Cc1cc(C(=O)c2c[nH]c3ccccc3c2=O)ccn1, [H-], [Na+]. Yields the product Cc1cccc(Cn2cc(C(=O)c3ccnc(C)c3)c(=O)c3ccccc32)c1. As a reaction SMILES: [CH3:23][c:24]1[cH:25][c:26]([CH2:27][Br:28])[cH:29][cH:30][cH:31]1.[CH3:32][N:33]([CH3:34])[CH:35]=[O:36].[CH3:3][c:4]1[n:5][cH:6][cH:7][c:8]([C:10](=[O:11])[c:12]2[cH:13][nH:14][c:15]3[cH:16][cH:17][cH:18][cH:19][c:20]3[c:21]2=[O:22])[cH:9]1.[H-:1].[Na+:2]>>[CH3:3][c:4]1[n:5][cH:6][cH:7][c:8]([C:10](=[O:11])[c:12]2[cH:13][n:14]([CH2:27][c:26]3[cH:25][c:24]([CH3:23])[cH:31][cH:30][cH:29]3)[c:15]3[cH:16][cH:17][cH:18][cH:19][c:20]3[c:21]2=[O:22])[cH:9]1. Starting materials: Cl.N[C@@H](C)C1=CC=C(C(=O)OC)C=C1 (Methyl 4-[(1S)-1-aminoethyl]benzoate hydrochloride), ClC=1C=CC(=C(C(=O)O)C1)OC1=CC(=CC=C1)C (5-Chloro-2-(3-methylphenoxy)benzoic acid). Procedure details: The title compound was prepared according to the procedure described in step 3 of Example 1 from methyl 4-[(1S)-1-aminoethyl]benzoate hydrochloride (step 3 of Example 5) and 5-chloro-2-(3-methylphenoxy)benzoic acid (step 2): 1H-NMR (CDCl3) δ 8.18 (1H, d, J=2.6 Hz), 8.00–7.86 (3H, m), 7.40–7.20 (4H, m), 7.07–6.98 (1H, m), 6.98–6.74 (3H, m), 5.38–5.20 (1H, m), 3.88 (3H, s), 2.33 (3H, s), 1.48 (3H, d, J=6.9 Hz); MS (ESI) m/z 424 (M+H)+, 422 (M−H)−. The product is ClC=1C=CC(=C(C(=O)N[C@@H](C)C2=CC=C(C(=O)OC)C=C2)C1)OC1=CC(=CC=C1)C (Methyl 4-((1S)-1-{[5-chloro-2-(3-methylphenoxy)benzoyl]amino}ethyl)benzoate). RXN SMILES: Cl.[NH2:2][C@H:3]([C:5]1[CH:14]=[CH:13][C:8]([C:9]([O:11][CH3:12])=[O:10])=[CH:7][CH:6]=1)[CH3:4].[Cl:15][C:16]1[CH:17]=[CH:18][C:19]([O:25][C:26]2[CH:31]=[CH:30][CH:29]=[C:28]([CH3:32])[CH:27]=2)=[C:20]([CH:24]=1)[C:21](O)=[O:22]>>[Cl:15][C:16]1[CH:17]=[CH:18][C:19]([O:25][C:26]2[CH:31]=[CH:30][CH:29]=[C:28]([CH3:32])[CH:27]=2)=[C:20]([CH:24]=1)[C:21]([NH:2][C@H:3]([C:5]1[CH:14]=[CH:13][C:8]([C:9]([O:11][CH3:12])=[O:10])=[CH:7][CH:6]=1)[CH3:4])=[O:22] |f:0.1|. Starting materials: O=CC1=CC(OC)=C(O)C=C1 (vanillin), C(CC(=O)O)(=O)O (malonic acid), N1CCCCC1 (piperidine), C(C)(=O)O (acetic acid). The solvent is CCCCCC (hexane), CO (methanol). The product is C(\C=C\C1=CC(OC)=C(O)C=C1)(=O)O (ferulic acid), compound. The yield is 65.0%. Reaction SMILES: O=[CH:2][C:3]1[CH:11]=[CH:10][C:8]([OH:9])=[C:5]([O:6][CH3:7])[CH:4]=1.C(O)(=O)[CH2:13][C:14]([OH:16])=[O:15].N1CCCCC1.C(O)(=O)C>CCCCCC.CO>[C:14]([OH:16])(=[O:15])/[CH:13]=[CH:2]/[C:3]1[CH:11]=[CH:10][C:8]([OH:9])=[C:5]([O:6][CH3:7])[CH:4]=1. Procedure details: A mixture of vanillin (2.50 g, 0.0164 mol), malonic acid (3.41 g; 0.0328 mol), piperidine (3–5 mL) and acetic acid (10–20 mL) were taken in a round bottom flask and the reaction mixture was refluxed for 5–6 hours instead of microwave irradiation as mentioned in Example I. The cooled mixture was poured into ice-cold water and extracted with ethyl acetate. The organic layer was washed with dil HCl., saturated sodium chloride and then organic layer dried over sodium sulphate. The solvent was evapor... Reactants: CC(=O)O[BH-](OC(C)=O)OC(C)=O, C1CCOC1, CC(=O)O, CCO, Cc1c(Nc2c(C#N)cncc2-c2cc3cc(C=O)ccc3o2)cc(Cl)c2[nH]ccc12, CC(C)(C)OC(=O)N1CCNCC1, [Na+]. Yields the product Cc1c(Nc2c(C#N)cncc2-c2cc3cc(CN4CCN(C(=O)OC(C)(C)C)CC4)ccc3o2)cc(Cl)c2[nH]ccc12. RXN SMILES: [C:49]([O:50][BH-:51]([O:52][C:53](=[O:54])[CH3:55])[O:56][C:57](=[O:58])[CH3:59])(=[O:60])[CH3:61].[CH2:63]1[O:64][CH2:65][CH2:66][CH2:67]1.[CH3:45][C:46](=[O:47])[OH:48].[CH3:68][CH2:69][OH:70].[Cl:1][c:2]1[cH:3][c:4]([NH:12][c:13]2[c:14](-[c:21]3[o:22][c:23]4[c:24]([cH:25]3)[cH:26][c:27]([CH:30]=[O:31])[cH:28][cH:29]4)[cH:15][n:16][cH:17][c:18]2[C:19]#[N:20])[c:5]([CH3:11])[c:6]2[cH:7][cH:8][nH:9][c:10]12.[N:32]1([C:38](=[O:39])[O:40][C:41]([CH3:42])([CH3:43])[CH3:44])[CH2:33][CH2:34][NH:35][CH2:36][CH2:37]1.[Na+:62]>>[Cl:1][c:2]1[cH:3][c:4]([NH:12][c:13]2[c:14](-[c:21]3[o:22][c:23]4[c:24]([cH:25]3)[cH:26][c:27]([CH2:30][N:35]3[CH2:34][CH2:33][N:32]([C:38](=[O:39])[O:40][C:41]([CH3:42])([CH3:43])[CH3:44])[CH2:37][CH2:36]3)[cH:28][cH:29]4)[cH:15][n:16][cH:17][c:18]2[C:19]#[N:20])[c:5]([CH3:11])[c:6]2[cH:7][cH:8][nH:9][c:10]12. Starting materials: C(C1=CC=CC=C1)C1NC(N(C1)C1CCN(CC1)CC1=CC=CC=C1)=O (4-benzyl-1-(1-benzylpiperidin-4-yl)imidazolidin-2-one). Reagents/catalysts: [Pd] (palladium on carbon). The solvent is C(C)O (ethanol), Cl (hydrochloric acid). Run at time 16 hour. Yields the product C(C1=CC=CC=C1)C1NC(N(C1)C1CCNCC1)=O (4-Benzyl-1-piperidin-4-ylimidazolidin-2-one). Yield: 89.7%. Reaction SMILES: [CH2:1]([CH:8]1[CH2:12][N:11]([CH:13]2[CH2:18][CH2:17][N:16](CC3C=CC=CC=3)[CH2:15][CH2:14]2)[C:10](=[O:26])[NH:9]1)[C:2]1[CH:7]=[CH:6][CH:5]=[CH:4][CH:3]=1>[Pd].C(O)C.Cl>[CH2:1]([CH:8]1[CH2:12][N:11]([CH:13]2[CH2:18][CH2:17][NH:16][CH2:15][CH2:14]2)[C:10](=[O:26])[NH:9]1)[C:2]1[CH:3]=[CH:4][CH:5]=[CH:6][CH:7]=1. Procedure: 10% palladium on carbon (10 mg) was added to a solution of 4-benzyl-1-(1-benzylpiperidin-4-yl)imidazolidin-2-one (30 mg, 0.086 mmol) in ethanol (15 mL) and concentrated hydrochloric acid (0.05 mL). The reaction vessel was evacuated and back-filled with nitrogen (3×), then back-filled with hydrogen (40 psi). After 16 h, the mixture was filtered and concentrated to give the title compound (20 mg). MS 260.3 (M+1) Reactants: C(#N)[BH3-].[Na+] (Sodium cyanoborohydride), C(CCC)(=O)C1=CC=C(C(=O)OCC)C=C1 (ethyl 4-butyrylbenzoate), C(C)(=O)[O-].[NH4+] (ammonium acetate). The solvent is CO (methanol). Run at temperature 60 celsius, time 1 hour. The product is NC(CCC)C1=CC=C(C(=O)OCC)C=C1 (ethyl(+/−)-4-(1-aminobutyl)benzoate). Reaction SMILES: C([BH3-])#[N:2].[Na+].[C:5]([C:10]1[CH:20]=[CH:19][C:13]([C:14]([O:16][CH2:17][CH3:18])=[O:15])=[CH:12][CH:11]=1)(=O)[CH2:6][CH2:7][CH3:8].C([O-])(=O)C.[NH4+]>CO>[NH2:2][CH:5]([C:10]1[CH:20]=[CH:19][C:13]([C:14]([O:16][CH2:17][CH3:18])=[O:15])=[CH:12][CH:11]=1)[CH2:6][CH2:7][CH3:8] |f:0.1,3.4|. Procedure details: Sodium cyanoborohydride (29.8 g, 0.450 mol) was added to a solution of Intermediate 1 (66.1 g, 0.300 mol) and ammonium acetate (236 g, 3.00 mol) in methanol (1000 mL). The solution was fitted with a reflux condenser and heated to 60° C. for 16 h. The solution was allowed to cool to room temperature. The reaction was quenched by dropwise addition of 1N HCl (300 mL) and allowed to stir at room temperature for 1 h. The reaction mixture was concentrated to remove methanol. This mixture was diluted b... Starting materials: C(#N)C=1C=CC2=C(C=C(CCO2)C(=O)OC)C1 (methyl 7-cyano-2,3-dihydro-1-benzoxepine-4-carboxylate), C[Si](C)(C)N=[N+]=[N-] (trimethylsilylazide), C(CCC)[Sn](CCCC)=O (dibutyl tin oxide). The solvent is C1(=CC=CC=C1)C (toluene). Conditions: temperature 100 celsius, time 24 hour. Product: N1N=NN=C1C=1C=CC2=C(C=C(CCO2)C(=O)OC)C1 (methyl 7-(1H-tetrazol-5-yl)-2,3-dihydro-1-benzoxepine-4-carboxylate). Yield: 86.8%. RXN SMILES: [C:1]([C:3]1[CH:4]=[CH:5][C:6]2[O:12][CH2:11][CH2:10][C:9]([C:13]([O:15][CH3:16])=[O:14])=[CH:8][C:7]=2[CH:17]=1)#[N:2].C[Si]([N:22]=[N+:23]=[N-:24])(C)C.C([Sn](=O)CCCC)CCC>C1(C)C=CC=CC=1>[NH:22]1[C:1]([C:3]2[CH:4]=[CH:5][C:6]3[O:12][CH2:11][CH2:10][C:9]([C:13]([O:15][CH3:16])=[O:14])=[CH:8][C:7]=3[CH:17]=2)=[N:2][N:24]=[N:23]1. Procedure details: In toluene (15 ml) was suspended methyl 7-cyano-2,3-dihydro-1-benzoxepine-4-carboxylate (642 mg, 2.80 mmol), and to the mixture were added trimethylsilylazide (0.929 ml, 7.00 mmol) and dibutyl tin oxide (70 mg, 0.28 mmol). The mixture was stirred at 100° C. for 24 hours and concentrated under reduced pressure. To the residue was added methanol, and the mixture was concentrated under reduced pressure. To the residue was added ethyl acetate, and the mixture was extracted with saturated sodium bica...